This data is from the Open Reaction Database (ORD), a public repository of structured organic reaction records. The task is: describe an organic reaction: reactants, conditions, products, and yield Reactants: BrC=1C=C(C=C(C1O)Br)C(=O)N1C2=C(OCC1)C=CN=C2 ((3,5-dibromo-4-hydroxy-phenyl)-(2,3-dihydro-pyrido[4,3-b][1,4]oxazin-4-yl)-methanone), [OH-].[K+] (potassium hydroxide). Solvent: O1CCCC1 (tetrahydrofuran). Yields the product [K+].BrC1=C(C(=CC(=C1)C(=O)N1C2=C(OCC1)C=CN=C2)Br)[O-] (2,6-dibromo-4-(2,3-dihydro-pyrido[4,3-b][1,4]oxazin-4-carbonyl)-phenolate potassium salt). As a reaction SMILES: [Br:1][C:2]1[CH:3]=[C:4]([C:10]([N:12]2[CH2:17][CH2:16][O:15][C:14]3[CH:18]=[CH:19][N:20]=[CH:21][C:13]2=3)=[O:11])[CH:5]=[C:6]([Br:9])[C:7]=1[OH:8].[OH-].[K+:23]>O1CCCC1>[K+:23].[Br:9][C:6]1[CH:5]=[C:4]([C:10]([N:12]2[CH2:17][CH2:16][O:15][C:14]3[CH:18]=[CH:19][N:20]=[CH:21][C:13]2=3)=[O:11])[CH:3]=[C:2]([Br:1])[C:7]=1[O-:8] |f:1.2,4.5|. Reported procedure: In a 100 ml flask, (3,5-dibromo-4-hydroxy-phenyl)-(2,3-dihydro-pyrido[4,3-b][1,4]oxazin-4-yl)-methanone (500 mg, 1.20 mmol) was suspended in tetrahydrofuran (40 ml) and the mixture was dissolved under heating. After cooling to room temperature, 10N potassium hydroxide solution was added thereto dropwise. The solvent was evaporated under reduced pressure, and the residue was dissolved in a solvent of acetonitrile and water (1:1 ratio, 80 ml), and freeze-dried to obtain the target compound 73 as w... Reactants: CCC(CC)c1cc(C)nn2c(I)c(C)nc12, C1CCOC1, [Li]CCCC, Cl, Cc1coc2ccc(F)cc12, O. Yields the product CCC(CC)c1cc(C)nn2c(-c3oc4ccc(F)cc4c3C)c(C)nc12. As a reaction SMILES: [CH2:17]([CH3:18])[CH:19]([CH2:20][CH3:21])[c:22]1[c:23]2[n:24]([n:25][c:26]([CH3:28])[cH:27]1)[c:29]([I:33])[c:30]([CH3:32])[n:31]2.[CH2:36]1[O:37][CH2:38][CH2:39][CH2:40]1.[CH3:12][CH2:13][CH2:14][CH2:15][Li:16].[ClH:34].[F:1][c:2]1[cH:3][cH:4][c:5]2[c:6]([c:7]([CH3:10])[cH:8][o:9]2)[cH:11]1.[OH2:35]>>[F:1][c:2]1[cH:3][cH:4][c:5]2[c:6]([c:7]([CH3:10])[c:8](-[c:29]3[n:24]4[c:23]([c:22]([CH:19]([CH2:17][CH3:18])[CH2:20][CH3:21])[cH:27][c:26]([CH3:28])[n:25]4)[n:31][c:30]3[CH3:32])[o:9]2)[cH:11]1. The reactants are CCCCC1(N(C)C)CCC(=O)CC1, CO, [K+], [OH-], c1cnc2[nH]ccc2c1. Product: CCCCC1(N(C)C)CC=C(c2c[nH]c3ncccc23)CC1. As a reaction SMILES: [CH2:10]([CH2:11][CH2:12][CH3:13])[C:14]1([N:21]([CH3:22])[CH3:23])[CH2:15][CH2:16][C:17](=[O:20])[CH2:18][CH2:19]1.[CH3:26][OH:27].[K+:25].[OH-:24].[nH:1]1[cH:2][cH:3][c:4]2[cH:5][cH:6][cH:7][n:8][c:9]12>>[nH:1]1[cH:2][c:3]([C:17]2=[CH:16][CH2:15][C:14]([CH2:10][CH2:11][CH2:12][CH3:13])([N:21]([CH3:22])[CH3:23])[CH2:19][CH2:18]2)[c:4]2[cH:5][cH:6][cH:7][n:8][c:9]12. Reactants: CCOC(=O)CCNS(=O)(=O)c1ccccc1, CCO, [Na+], [OH-], O. The product is O=C(O)CCNS(=O)(=O)c1ccccc1. Reaction SMILES: [CH2:1]([CH3:2])[O:3][C:4]([CH2:5][CH2:6][NH:7][S:8](=[O:9])(=[O:10])[c:11]1[cH:12][cH:13][cH:14][cH:15][cH:16]1)=[O:17].[CH3:21][CH2:22][OH:23].[Na+:19].[OH-:18].[OH2:20]>>[O:3]=[C:4]([CH2:5][CH2:6][NH:7][S:8](=[O:9])(=[O:10])[c:11]1[cH:12][cH:13][cH:14][cH:15][cH:16]1)[OH:17]. The reactants are NC1=CC=C(OC=2C=C(C=CC2C)NC(C2=CC(=CC=C2)C(C)(C)C#N)=O)C=C1 (N-[3-(4-aminophenoxy)-4-methylphenyl]-3-(1-cyano-1-methylethyl)benzamide), [S-]C#N.[K+] (potassium thiocyanate), BrBr (bromine). Yields the product NC=1SC2=C(N1)C=CC(=C2)OC=2C=C(C=CC2C)NC(C2=CC(=CC=C2)C(C)(C)C#N)=O (N-{3-[(2-amino-1,3-benzothiazol-6-yl)oxy]-4-methylphenyl}-3-(1-cyano-1-methylethyl)benzamide). Yield: 45.2%. As a reaction SMILES: [NH2:1][C:2]1[CH:29]=[CH:28][C:5]([O:6][C:7]2[CH:8]=[C:9]([NH:14][C:15](=[O:27])[C:16]3[CH:21]=[CH:20][CH:19]=[C:18]([C:22]([C:25]#[N:26])([CH3:24])[CH3:23])[CH:17]=3)[CH:10]=[CH:11][C:12]=2[CH3:13])=[CH:4][CH:3]=1.[S-:30][C:31]#[N:32].[K+].BrBr>>[NH2:32][C:31]1[S:30][C:3]2[CH:4]=[C:5]([O:6][C:7]3[CH:8]=[C:9]([NH:14][C:15](=[O:27])[C:16]4[CH:21]=[CH:20][CH:19]=[C:18]([C:22]([C:25]#[N:26])([CH3:24])[CH3:23])[CH:17]=4)[CH:10]=[CH:11][C:12]=3[CH3:13])[CH:28]=[CH:29][C:2]=2[N:1]=1 |f:1.2|. Reported procedure: Using N-[3-(4-aminophenoxy)-4-methylphenyl]-3-(1-cyano-1-methylethyl)benzamide (1.93 g, 5.0 mmol), potassium thiocyanate (1.94 g, 20.0 mmol) and bromine (1.20 g, 7.50 mmol), and in the same manner as in Example A25(v), the title compound (1.00 g, 45%) was obtained as a pale-yellow powder. Procedure details: To a solution containing 5.25 g (0.025 mole) of (2,4-dichlorophenoxy)acetaldehyde and 5.0 g (0.055 mole) of thioglycolamide in 100 ml of anhydrous ether was added 14.2 g (0.10 mole) of boron trifluoride etherate. The resulting solution was stirred at ambient temperature for 6 hours, washed with water, dried (MgSO4), and concentrated to dryness. The residual solid was purified by silica chromatography to give 1.4 g of 2-(2,4-dichlorophenoxymethyl)-4-thiazolidinone as a white crystalline solid mel... Yields the product ClC1=C(OCC2SCC(N2)=O)C=CC(=C1)Cl (2-(2,4-dichlorophenoxymethyl)-4-thiazolidinone). The solvent is CCOCC (ether). Reaction conditions: time 6 hour. Starting materials: ClC1=C(OCC=O)C=CC(=C1)Cl ((2,4-dichlorophenoxy)acetaldehyde), C(CS)(=O)N (thioglycolamide), B(F)(F)F.CCOCC (boron trifluoride etherate). RXN SMILES: [Cl:1][C:2]1[CH:11]=[C:10]([Cl:12])[CH:9]=[CH:8][C:3]=1[O:4][CH2:5][CH:6]=O.[C:13]([NH2:17])(=[O:16])[CH2:14][SH:15].B(F)(F)F.CCOCC>CCOCC>[Cl:1][C:2]1[CH:11]=[C:10]([Cl:12])[CH:9]=[CH:8][C:3]=1[O:4][CH2:5][CH:6]1[NH:17][C:13](=[O:16])[CH2:14][S:15]1 |f:2.3|. The yield is 20.1%.